From a dataset of the Open Reaction Database (ORD), a public repository of structured organic reaction records. describe an organic reaction: reactants, conditions, products, and yield Starting materials: F[C@@H]1CO[C@@H](CC[C@H]1NC(OC(C)(C)C)=O)C1=C(C=NN1C)[N+](=O)[O-] (tert-butyl ((3S,4R,7S)-3-fluoro-7-(1-methyl-4-nitro-1H-pyrazol-5-yl)oxepan-4-yl)carbamate), F[C@@H]1CO[C@@H](CC[C@H]1NC(OC(C)(C)C)=O)C1=C(C=NN1C)[N+](=O)[O-] (tert-butyl ((3S,4R,7S)-3-fluoro-7-(1-methyl-4-nitro-1H-pyrazol-5-yl)oxepan-4-yl)carbamate), FC1=C(C(=CC(=C1)C1(CCC1)O)F)C1=C(C=CC(=N1)C(=O)O)F (6-(2,6-difluoro-4-(1-hydroxycyclobutyl)phenyl)-5-fluoropicolinic acid). Yields the product N[C@@H]1CC[C@H](OC[C@H]1F)C1=C(C=NN1C)NC(C1=NC(=C(C=C1)F)C1=C(C=C(C=C1F)C1(CCC1)O)F)=O (N-(5-((2S,5R,6S)-5-amino-6-fluorooxepan-2-yl)-1-methyl-1H-pyrazol-4-yl)-6-(2,6-difluoro-4-(1-hydroxycyclobutyl)phenyl)-5-fluoropicolinamide). Reaction SMILES: [F:1][C@H:2]1[C@H:8]([NH:9]C(=O)OC(C)(C)C)[CH2:7][CH2:6][C@@H:5]([C:17]2[N:21]([CH3:22])[N:20]=[CH:19][C:18]=2[N+:23]([O-])=O)[O:4][CH2:3]1.[F:26][C:27]1[CH:32]=[C:31]([C:33]2([OH:37])[CH2:36][CH2:35][CH2:34]2)[CH:30]=[C:29]([F:38])[C:28]=1[C:39]1[N:44]=[C:43]([C:45](O)=[O:46])[CH:42]=[CH:41][C:40]=1[F:48]>>[NH2:9][C@H:8]1[C@H:2]([F:1])[CH2:3][O:4][C@H:5]([C:17]2[N:21]([CH3:22])[N:20]=[CH:19][C:18]=2[NH:23][C:45](=[O:46])[C:43]2[CH:42]=[CH:41][C:40]([F:48])=[C:39]([C:28]3[C:29]([F:38])=[CH:30][C:31]([C:33]4([OH:37])[CH2:34][CH2:35][CH2:36]4)=[CH:32][C:27]=3[F:26])[N:44]=2)[CH2:6][CH2:7]1. Reported procedure: Following the procedure for Example 111 starting from tert-butyl ((3S,4R,7S)-3-fluoro-7-(1-methyl-4-nitro-1H-pyrazol-5-yl)oxepan-4-yl)carbamate (Intermediate 80), and replacing 5-((tert-butoxycarbonyl)amino)-2-(2,6-difluorophenyl)thiazole-4-carboxylic acid with 6-(2,6-difluoro-4-(1-hydroxycyclobutyl)phenyl)-5-fluoropicolinic acid (see US2012/225062) gave 198. 1H NMR (400 MHz, DMSO-d6) δ 10.19 (s, 1H), 8.29 (dd, J=8.7, 4.0 Hz, 1H), 8.14 (t, J=8.8 Hz, 1H), 7.90 (s, 1H), 7.35 (d, J=9.5 Hz, 2H), 5.8... Product: CC1(CC(C=2C(=C(SC2SC(C)(C)C)C2=NNC=C2)C1)=O)C (6,6-dimethyl-3-[(1,1-dimethylethyl)thio]-1-(pyrazol-3-yl)-4,5,6,7-tetrahydrobenzo[c]thiophen-4-one). Solvent: C1CCOC1 (THF). Reaction SMILES: C([N:4]1[CH:8]=[CH:7][C:6]([C:9]2[S:10][C:11](S(C)=O)=[C:12]3[C:17](=[O:18])[CH2:16][C:15]([CH3:20])([CH3:19])[CH2:14][C:13]=23)=[N:5]1)(=O)C.[CH3:24][C:25]([S-:28])([CH3:27])[CH3:26].[Na+]>C1COCC1>[CH3:19][C:15]1([CH3:20])[CH2:14][C:13]2=[C:9]([C:6]3[CH:7]=[CH:8][NH:4][N:5]=3)[S:10][C:11]([S:28][C:25]([CH3:27])([CH3:26])[CH3:24])=[C:12]2[C:17](=[O:18])[CH2:16]1 |f:1.2|. The reactants are C(C)(=O)N1N=C(C=C1)C=1SC(=C2C1CC(CC2=O)(C)C)S(=O)C (1-(1-acetylpyrazol-3-yl)-6,6-dimethyl-3-methanesulphinyl-4,5,6,7-tetrahydrobenzo[c]thiophen-4-one), CC(C)(C)[S-].[Na+] (sodium 2-methyl-2-propanethiolate), CC(C)(C)[S-].[Na+] (sodium 2-methyl-2-propanethiolate). The yield is 48.4%. Procedure details: To a stirred solution of 1-(1-acetylpyrazol-3-yl)-6,6-dimethyl-3-methanesulphinyl-4,5,6,7-tetrahydrobenzo[c]thiophen-4-one (73 mg, 0.21 mmol) in THF (7 mL) was added sodium 2-methyl-2-propanethiolate (47 mg, 0.42 mmol). After 90 min more sodium 2-methyl-2-propanethiolate (15 mg, 0.14 mmol) was added, and after a further 30 min the mixture was partitioned between EtOAc (15 mL) and water (10 mL). The organic layer was separated, dried (Na2SO4) and evaporated. The residue was chromatographed on sil...